From a dataset of the Open Reaction Database (ORD), a public repository of structured organic reaction records. describe an organic reaction: reactants, conditions, products, and yield Reactants: BrC=1NC(=C(C1Cl)[N+](=O)[O-])C1=CC(=C(C=C1)Cl)Cl (2-bromo-3-chloro-5-(3,4-dichlorophenyl)-4-nitropyrrole), BrC=1NC(=C(C1)[N+](=O)[O-])C1=CC(=C(C=C1)Cl)Cl (2-bromo-5-(3,4-dichlorophenyl)-4-nitropyrrole). Yields the product BrC1=C(C(=C(N1)C1=CC(=C(C=C1)Cl)Cl)C#N)Cl (5-bromo-4-chloro-2-(3,4-dichlorophenyl)pyrrole-3-carbonitrile). RXN SMILES: [Br:1][C:2]1[NH:3][C:4]([C:11]2[CH:16]=[CH:15][C:14]([Cl:17])=[C:13]([Cl:18])[CH:12]=2)=[C:5]([N+]([O-])=O)[C:6]=1[Cl:7].Br[C:20]1[NH:21]C(C2C=CC(Cl)=C(Cl)C=2)=C([N+]([O-])=O)C=1>>[Br:1][C:2]1[NH:3][C:4]([C:11]2[CH:16]=[CH:15][C:14]([Cl:17])=[C:13]([Cl:18])[CH:12]=2)=[C:5]([C:20]#[N:21])[C:6]=1[Cl:7]. Procedure: In a similiar fashion one can prepare 2-bromo-3-chloro-5-(3,4-dichlorophenyl)-4-nitropyrrole by starting with 2-bromo-5-(3,4-dichlorophenyl)-4-nitropyrrole. The reactants are BrCc1ccc(-c2ccno2)cc1, O=c1[nH]nc2c(Cl)c(-c3ccc(Cl)cc3)cnn12, [K+], [K+], O=C([O-])[O-], CN(C)C=O, O. Yields the product O=c1n(Cc2ccc(-c3ccno3)cc2)nc2c(Cl)c(-c3ccc(Cl)cc3)cnn12. RXN SMILES: [Br:25][CH2:26][c:27]1[cH:28][cH:29][c:30](-[c:33]2[cH:34][cH:35][n:36][o:37]2)[cH:31][cH:32]1.[Cl:1][c:2]1[c:3]2[n:4]([n:5][cH:6][c:7]1-[c:8]1[cH:9][cH:10][c:11]([Cl:14])[cH:12][cH:13]1)[c:15](=[O:18])[nH:16][n:17]2.[K+:19].[K+:20].[O-:21][C:22]([O-:23])=[O:24].[O:38]=[CH:39][N:40]([CH3:41])[CH3:42].[OH2:43]>>[Cl:1][c:2]1[c:3]2[n:4]([n:5][cH:6][c:7]1-[c:8]1[cH:9][cH:10][c:11]([Cl:14])[cH:12][cH:13]1)[c:15](=[O:18])[n:16]([CH2:26][c:27]1[cH:28][cH:29][c:30](-[c:33]3[cH:34][cH:35][n:36][o:37]3)[cH:31][cH:32]1)[n:17]2. The product is C(C1=CC=CC=C1)N1CC(C(C1)(C(=O)OCC)CO)=O (1-benzyl-4-hydroxymethyl-4-ethoxycarbonyl-pyrroline-3-one). Procedure details: 50 g of 1-benzyl-4-ethoxycarbonyl-pyrrolidine-3-one was dissolved in 300 ml of isolpropanol and thereto 4 ml of 10% NaOH and 20.7 ml of formalin were added successively. The mixture was stirred for 30 minutes at room temperature and concentrated under the reduced pressure. 200 ml of water was added to the concentrated residue. The resulting solution was extracted twice with each 200 ml of ethylether, dried with magnesium sulfate, filtered and concentrated under the reduce pressure to give 46 g o... Conditions: time 30 minute. Starting materials: C(C1=CC=CC=C1)N1CC(C(C1)C(=O)OCC)=O (1-benzyl-4-ethoxycarbonyl-pyrrolidine-3-one), [OH-].[Na+] (NaOH), C=O (formalin). The yield is 82.0%. RXN SMILES: [CH2:1]([N:8]1[CH2:12][CH:11]([C:13]([O:15][CH2:16][CH3:17])=[O:14])[C:10](=[O:18])[CH2:9]1)[C:2]1[CH:7]=[CH:6][CH:5]=[CH:4][CH:3]=1.[OH-:19].[Na+].[CH2:21]=O>>[CH2:1]([N:8]1[CH2:12][C:11]([CH2:21][OH:19])([C:13]([O:15][CH2:16][CH3:17])=[O:14])[C:10](=[O:18])[CH2:9]1)[C:2]1[CH:3]=[CH:4][CH:5]=[CH:6][CH:7]=1 |f:1.2|. The reactants are C1CCOC1, CCOC(=O)C(C)(C)S(C)(=O)=O, [Li+], [OH-], O, O, O. Yields the product CC(C)(C(=O)O)S(C)(=O)=O. As a reaction SMILES: [CH2:16]1[O:17][CH2:18][CH2:19][CH2:20]1.[CH2:1]([CH3:2])[O:3][C:4]([C:5]([CH3:6])([CH3:7])[S:8](=[O:9])(=[O:10])[CH3:11])=[O:12].[Li+:15].[OH-:14].[OH2:13].[OH2:21].[OH2:22]>>[O:3]=[C:4]([C:5]([CH3:6])([CH3:7])[S:8](=[O:9])(=[O:10])[CH3:11])[OH:12]. Starting materials: COC=1C=C(C=CC1OS(=O)(=O)C(F)(F)F)CC(=O)OCC (ethyl 2-(3-methoxy-4-(trifluoromethylsulfonyloxy)phenyl)acetate), CC=1C(=CSC1)B(O)O (4-methylthiophen-3-ylboronic acid). Product: COC=1C=C(C=CC1C1=CSC=C1C)CC(=O)OCC (Ethyl 2-(3-methoxy-4-(4-methylthiophen-3-yl)phenyl)acetate). The yield is 72.0%. Reaction SMILES: [CH3:1][O:2][C:3]1[CH:4]=[C:5]([CH2:17][C:18]([O:20][CH2:21][CH3:22])=[O:19])[CH:6]=[CH:7][C:8]=1OS(C(F)(F)F)(=O)=O.[CH3:23][C:24]1[C:25](B(O)O)=[CH:26][S:27][CH:28]=1>>[CH3:1][O:2][C:3]1[CH:4]=[C:5]([CH2:17][C:18]([O:20][CH2:21][CH3:22])=[O:19])[CH:6]=[CH:7][C:8]=1[C:25]1[C:24]([CH3:23])=[CH:28][S:27][CH:26]=1. Procedure: Prepared in a similar manner to example 1 from ethyl 2-(3-methoxy-4-(trifluoromethylsulfonyloxy)phenyl)acetate (example 27d) and 4-methylthiophen-3-ylboronic acid. Yield: 72%. 1H NMR (400 MHz, dMSO): δ 1.19-1.22 (m, 3H), 2.00 (s, 3H), 3.62 (s, 2H), 3.69-3.73 (m, 3H), 4.08-4.13 (m, 2H), 6.86-6.88 (d, 1H), 6.98-6.99 (d, 1H), 7.08-7.10 (d, 1H), 7.16-7.17 (t, 1H), 7.26-7.27 (d,1H). The reactants are [Br-], COc1c(Br)cc(C(=O)N2CCOc3ncc(C(F)(F)F)cc32)cc1Br, C1CNCCN1, CN(C)C=O, [Li+]. Product: O=C(c1cc(Br)c(O)c(Br)c1)N1CCOc2ncc(C(F)(F)F)cc21. As a reaction SMILES: [Br-:28].[Br:1][c:2]1[cH:3][c:4]([C:11](=[O:12])[N:13]2[c:14]3[c:15]([n:19][cH:20][c:21]([C:23]([F:24])([F:25])[F:26])[cH:22]3)[O:16][CH2:17][CH2:18]2)[cH:5][c:6]([Br:10])[c:7]1[O:8][CH3:9].[CH2:29]1[NH:30][CH2:31][CH2:32][NH:33][CH2:34]1.[CH:35]([N:36]([CH3:37])[CH3:38])=[O:39].[Li+:27]>>[Br:1][c:2]1[cH:3][c:4]([C:11](=[O:12])[N:13]2[c:14]3[c:15]([n:19][cH:20][c:21]([C:23]([F:24])([F:25])[F:26])[cH:22]3)[O:16][CH2:17][CH2:18]2)[cH:5][c:6]([Br:10])[c:7]1[OH:8]. The reactants are C(C1=CC=CC=C1)OC1=CC2=C(N(CCCC2C(=O)OC(C)(C)C)COS(=O)(=O)C)C2=CC=CC=C12 (7-(Benzyloxy)-5-(tert-butyloxycarbonyl)-1-[((methanesulfonyl)oxy)methyl]-1,2,3,4-tetrahydro-5H-naphtho[1,2-b]azepine). Reagents/catalysts: [Pd] (Pd—C). Solvent: C1CCOC1 (THF). Reaction conditions: temperature 25 celsius, time 2.5 hour. The product is C(C)(C)(C)OC(=O)C1C2=C(N(CCC1)COS(=O)(=O)C)C1=CC=CC=C1C(=C2)O (5-(tert-Butyloxycarbonyl)-7-hydroxy-1-[((methanesulfonyl)oxy)methyl]-1,2,3,4-tetrahydro-5H-naphtho[1,2-b]azepine). RXN SMILES: C([O:8][C:9]1[C:36]2[C:31](=[CH:32][CH:33]=[CH:34][CH:35]=2)[C:12]2[N:13]([CH2:25][O:26][S:27]([CH3:30])(=[O:29])=[O:28])[CH2:14][CH2:15][CH2:16][CH:17]([C:18]([O:20][C:21]([CH3:24])([CH3:23])[CH3:22])=[O:19])[C:11]=2[CH:10]=1)C1C=CC=CC=1>C1COCC1.[Pd]>[C:21]([O:20][C:18]([CH:17]1[CH2:16][CH2:15][CH2:14][N:13]([CH2:25][O:26][S:27]([CH3:30])(=[O:29])=[O:28])[C:12]2[C:31]3[C:36]([C:9]([OH:8])=[CH:10][C:11]1=2)=[CH:35][CH:34]=[CH:33][CH:32]=3)=[O:19])([CH3:24])([CH3:22])[CH3:23]. Procedure: A solution of 84 (0.096 g, 0.188 mmol, 1 equiv) in THF (3.0 mL) was treated with 10% Pd—C (0.042 g, 0.04 mmol, 0.2 equiv) followed by aqueous HCO2NH4 (1.0 mL, 25% w/v, 21 equiv) and the resulting mixture was stirred at 25° C. for 2.5 h. The mixture was filtered through Celite to afford a biphasic filtrate which was partitioned. The aqueous phase was extracted with EtOAc (2×2 mL) and the combined organic portions were dried (MgSO4), filtered, and concentrated to give 85 as an analytically pure wh... Starting materials: C[C@H]1CN(CCN1)C(=O)OC(C)(C)C ((S)-tert-butyl 3-methylpiperazine-1-carboxylate), C=O (formaldehyde), C(=O)O (formic acid). The solvent is CO (methanol). Reaction conditions: temperature 70 celsius. Yields the product C[C@H]1CN(CCN1C)C(=O)OC(C)(C)C ((S)-tert-butyl 3,4-dimethylpiperazine-1-carboxylate). Isolated yield 100.8%. As a reaction SMILES: [CH3:1][C@@H:2]1[NH:7][CH2:6][CH2:5][N:4]([C:8]([O:10][C:11]([CH3:14])([CH3:13])[CH3:12])=[O:9])[CH2:3]1.C=O.[CH:17](O)=O>CO>[CH3:1][C@@H:2]1[N:7]([CH3:17])[CH2:6][CH2:5][N:4]([C:8]([O:10][C:11]([CH3:13])([CH3:12])[CH3:14])=[O:9])[CH2:3]1. Procedure details: To a solution of (S)-tert-butyl 3-methylpiperazine-1-carboxylate (50 g, 0.250 mol) in 500 mL of methanol was added formaldehyde (41.6 mL, 0.5 mol, 37% aqueous solution) and formic acid (33 mL, 0.874 mol) and the mixture was heated to 70° C. for 16 hours, then concentrated under reduced pressure. The resulting residue was taken up in EtOAc (500 mL), washed with 10% aqueous potassium carbonate, dried over sodium sulfate and concentrated under reduced pressure to give 54 g (100%) of the title compo... The reactants are CC(C)(C)OC(=O)N1CCC2(CC1)CN(C1CCc3cc(-c4cnc(C#N)cn4)ccc31)C2, CCO, NC(N)=O, [Na+], [OH-], O, OO. Product: CC(C)(C)OC(=O)N1CCC2(CC1)CN(C1CCc3cc(-c4cnc(C(N)=O)cn4)ccc31)C2. Reaction SMILES: [C:10](#[N:11])[c:12]1[n:13][cH:14][c:15](-[c:18]2[cH:19][c:20]3[c:24]([cH:25][cH:26]2)[CH:23]([N:27]2[CH2:28][C:29]4([CH2:30]2)[CH2:31][CH2:32][N:33]([C:36](=[O:37])[O:38][C:39]([CH3:40])([CH3:41])[CH3:42])[CH2:34][CH2:35]4)[CH2:22][CH2:21]3)[n:16][cH:17]1.[CH3:43][CH2:44][OH:45].[NH2:4][C:5](=[O:6])[NH2:7].[Na+:9].[OH-:8].[OH2:1].[OH:2][OH:3]>>[C:5](=[O:6])([NH2:7])[c:12]1[n:13][cH:14][c:15](-[c:18]2[cH:19][c:20]3[c:24]([cH:25][cH:26]2)[CH:23]([N:27]2[CH2:28][C:29]4([CH2:30]2)[CH2:31][CH2:32][N:33]([C:36](=[O:37])[O:38][C:39]([CH3:40])([CH3:41])[CH3:42])[CH2:34][CH2:35]4)[CH2:22][CH2:21]3)[n:16][cH:17]1.